This data is from the Open Reaction Database (ORD), a public repository of structured organic reaction records. The task is: describe an organic reaction: reactants, conditions, products, and yield As a reaction SMILES: [BH4-:34].[CH3:1][c:2]1[c:3]([CH:27]2[CH2:28][CH2:29][C:30](=[O:33])[CH2:31][CH2:32]2)[cH:4][c:5]([CH3:26])[c:6]([NH:8][c:9]2[n:10][cH:11][c:12]([C:22]([F:23])([F:24])[F:25])[c:13]([NH:15][c:16]3[n:17][nH:18][c:19]([CH3:21])[cH:20]3)[n:14]2)[cH:7]1.[CH3:36][OH:37].[Na+:35]>>[CH3:1][c:2]1[c:3]([CH:27]2[CH2:28][CH2:29][CH:30]([OH:33])[CH2:31][CH2:32]2)[cH:4][c:5]([CH3:26])[c:6]([NH:8][c:9]2[n:10][cH:11][c:12]([C:22]([F:23])([F:24])[F:25])[c:13]([NH:15][c:16]3[n:17][nH:18][c:19]([CH3:21])[cH:20]3)[n:14]2)[cH:7]1. The product is Cc1cc(Nc2nc(Nc3cc(C)c(C4CCC(O)CC4)cc3C)ncc2C(F)(F)F)n[nH]1. Reactants: [BH4-], Cc1cc(Nc2nc(Nc3cc(C)c(C4CCC(=O)CC4)cc3C)ncc2C(F)(F)F)n[nH]1, CO, [Na+]. Reactants: BrBr (Bromine), BrC1=CC(=CC=2CCOC21)CCC(=O)OCC (ethyl 3-(7-bromo-2,3-dihydrobenzofuran-5-yl)propionate). The reagents and catalysts are [Fe] (iron). Solvent: C(C)(=O)O (acetic acid). Conditions: temperature 50 celsius, time 5 hour. The product is BrC1=C(C2=C(CCO2)C=C1CCC(=O)OCC)Br (Ethyl 3-(6,7-dibromo-2,3-dihydrobenzofuran-5-yl)propionate). Isolated yield 53.1%. RXN SMILES: [Br:1]Br.[Br:3][C:4]1[C:12]2[O:11][CH2:10][CH2:9][C:8]=2[CH:7]=[C:6]([CH2:13][CH2:14][C:15]([O:17][CH2:18][CH3:19])=[O:16])[CH:5]=1>C(O)(=O)C.[Fe]>[Br:1][C:5]1[C:6]([CH2:13][CH2:14][C:15]([O:17][CH2:18][CH3:19])=[O:16])=[CH:7][C:8]2[CH2:9][CH2:10][O:11][C:12]=2[C:4]=1[Br:3]. Procedure: Bromine (0.80 g, 5.01 mmol) was added dropwise to a mixture of ethyl 3-(7-bromo-2,3-dihydrobenzofuran-5-yl)propionate (1.0 g, 3.34 mmol) and iron (10 mg) in acetic acid (10 ml) and the reaction mixture was stirred at 50° C. for 5 hours. The reaction mixture was filtered and the filtrate was concentrated under reduced pressure. Water was added to the residue and the organic matter was extracted with ethyl acetate. The extract was washed with a saturated aqueous sodium bicarbonate solution, a satu... Starting materials: COC(=O)CS(=O)(=O)[O-], [Na+], O=P(Cl)(Cl)Cl. The product is COC(=O)CS(=O)(=O)Cl. Reaction SMILES: [CH3:1][O:2][C:3](=[O:4])[CH2:5][S:6](=[O:7])(=[O:8])[O-:9].[Na+:10].[P:11]([Cl:12])([Cl:13])([Cl:14])=[O:15]>>[CH3:1][O:2][C:3](=[O:4])[CH2:5][S:6](=[O:7])(=[O:9])[Cl:13]. Starting materials: C1(=CC=CC=C1)PC1=CC=CC=C1 (diphenyl phosphine), C=CCCCCCCCCCCC=C (1,13-tetradecadiene), C1(=CC=CC=C1)PC1=CC=CC=C1 (diphenyl phosphine). The product is C(CCCCCCCCCCCC=C)P(C1=CC=CC=C1)C1=CC=CC=C1 (13-tetradecenyl diphenyl phosphine). The yield is 36.8%. As a reaction SMILES: [C:1]1([PH:7][C:8]2[CH:13]=[CH:12][CH:11]=[CH:10][CH:9]=2)[CH:6]=[CH:5][CH:4]=[CH:3][CH:2]=1.[CH2:14]=[CH:15][CH2:16][CH2:17][CH2:18][CH2:19][CH2:20][CH2:21][CH2:22][CH2:23][CH2:24][CH2:25][CH:26]=[CH2:27]>>[CH2:27]([P:7]([C:1]1[CH:2]=[CH:3][CH:4]=[CH:5][CH:6]=1)[C:8]1[CH:9]=[CH:10][CH:11]=[CH:12][CH:13]=1)[CH2:26][CH2:25][CH2:24][CH2:23][CH2:22][CH2:21][CH2:20][CH2:19][CH2:18][CH2:17][CH2:16][CH:15]=[CH2:14]. Reported procedure: A magnetically stirred solution of an equimolar mixture of 93 grams (0.5 moles) of diphenyl phosphine and 97 g (0.5 moles) of 1,13-tetradecadiene in a closed cylindrical quartz tube was irradiated from about 3 cm distance with two 75 Watt Hanau tube immersion lamps with a wide spectrum of ultraviolet radiation, in a 15° C. water bath for 28 hours. A subsequent nmr analysis indicated a partial disappearance of the double bond due to the diphenyl phosphine addition. The resulting reaction mixture ... The reactants are ClC=1C=C(C=CC1Cl)NC(=O)N1CCN(CC1)C1CN(CC1)C(=O)OC(C)(C)C (tert-butyl 3-(4-{[(3,4-dichlorophenyl)amino]carbonyl}piperazin-1-yl)pyrrolidine-1-carboxylate), FC(C(=O)O)(F)F (Trifluoroacetic acid). The solvent is ClCCl (dichloromethane). Run at time 2 hour. Yields the product ClC=1C=C(C=CC1Cl)NC(=O)N1CCN(CC1)C1CNCC1 (N-(3,4-Dichlorophenyl)-4-pyrrolidin-3-ylpiperazine-1-carboxamide). Reaction SMILES: [Cl:1][C:2]1[CH:3]=[C:4]([NH:9][C:10]([N:12]2[CH2:17][CH2:16][N:15]([CH:18]3[CH2:22][CH2:21][N:20](C(OC(C)(C)C)=O)[CH2:19]3)[CH2:14][CH2:13]2)=[O:11])[CH:5]=[CH:6][C:7]=1[Cl:8].FC(F)(F)C(O)=O>ClCCl>[Cl:1][C:2]1[CH:3]=[C:4]([NH:9][C:10]([N:12]2[CH2:13][CH2:14][N:15]([CH:18]3[CH2:22][CH2:21][NH:20][CH2:19]3)[CH2:16][CH2:17]2)=[O:11])[CH:5]=[CH:6][C:7]=1[Cl:8]. Procedure details: tert-butyl 3-(4-{[(3,4-dichlorophenyl)amino]carbonyl}piperazin-1-yl)pyrrolidine-1-carboxylate (690 mg, 1.6 mmol) was dissolved in dichloromethane (50 ml) at room temperature. Trifluoroacetic acid (3 ml) was added and the mixture left to stir for 2 hours then concentrated in vacuo. Reactants: [OH-].[Na+] (sodium hydroxide), ClCl (Chlorine), ClP(C1=CC=CC=C1)Cl (dichlorophenylphosphine), [N+](=O)([O-])C1=C2C(C(=O)OC2=O)=CC=C1 (3-nitrophthalic anhydride). Run in ClP(C1=CC=CC=C1)(Cl)=O (dichlorophenylphosphine oxide). Run at temperature 150 celsius. Product: ClC1=C2C(C(=O)OC2=O)=CC=C1 (3-chlorophthalic anhydride). Yield: 82.5%. RXN SMILES: ClCl.[Cl:3]P(Cl)C1C=CC=CC=1.[N+]([C:15]1[CH:25]=[CH:24][CH:23]=[C:17]2[C:18]([O:20][C:21](=[O:22])[C:16]=12)=[O:19])([O-])=O.[OH-].[Na+]>ClP(=O)(Cl)C1C=CC=CC=1>[Cl:3][C:15]1[CH:25]=[CH:24][CH:23]=[C:17]2[C:18]([O:20][C:21](=[O:22])[C:16]=12)=[O:19] |f:3.4|. Reported procedure: Chlorine gas (363 milligrams, 5.18 millimoles) was bubbled into a solution of dichlorophenylphosphine (927 milligrams, 5.18 millimoles) in dichlorophenylphosphine oxide (10 milliliters). To this yellow solution was added 3-nitrophthalic anhydride (1 gram, 5.18 millimoles), then the reaction mixture was heated to 150° C. for 12 hours. The cooled solution was poured onto ice (20 milliliters) and neutralized with 50% aqueous sodium hydroxide. The aqueous mixture was extracted twice with 20 millilit...